From a dataset of the Open Reaction Database (ORD), a public repository of structured organic reaction records. describe an organic reaction: reactants, conditions, products, and yield The reactants are ClC(C(=O)NC1=CC=C(C=C1)Cl)C(C)=O (2-Chloro-N-(4-chlorophenyl)-3-oxobutanamide), C(CS)S (1,2-ethanedithiol), C1(=CC=C(C=C1)S(=O)(=O)O)C (p-toluenesulfonic acid). The solvent is C1=CC=CC=C1 (benzene). Yields the product ClC1=CC=C(C=C1)NC(=O)C=1SCCSC1C (N-(4-Chlorophenyl)-5,6-dihydro-3-methyl-1,4-dithiin-2-carboxamide). The yield is 84.0%. Reaction SMILES: Cl[CH:2]([C:13](=O)[CH3:14])[C:3]([NH:5][C:6]1[CH:11]=[CH:10][C:9]([Cl:12])=[CH:8][CH:7]=1)=[O:4].[CH2:16]([SH:19])[CH2:17][SH:18].C1(C)C=CC(S(O)(=O)=O)=CC=1>C1C=CC=CC=1>[Cl:12][C:9]1[CH:10]=[CH:11][C:6]([NH:5][C:3]([C:2]2[S:18][CH2:17][CH2:16][S:19][C:13]=2[CH3:14])=[O:4])=[CH:7][CH:8]=1. Reported procedure: 2-Chloro-N-(4-chlorophenyl)-3-oxobutanamide (24.7 g, 0.1 mole), 1,2-ethanedithiol (9.4 g, 0.1 mole) and a small amount of p-toluenesulfonic acid were heated under reflux in benzene (150 ml), using a Dean-Stark trap to remove water (1.9 ml collected). The reaction mixture was filtered, treated with triethylamine (8 ml), and refluxed for a further 30 minutes. The mixture was then washed with water, dilute hydrochloric acid, and water. Evaporation of the benzene gave a white solid, which was recrys... The reactants are C1COCCO1, CC1(C)CCCC(Oc2ccc(CN)cc2)C1, O=C(N1CCc2ccc(Cl)c(OS(=O)(=O)C(F)(F)F)c2CC1)C(F)(F)F. Yields the product CC1(C)CCCC(Oc2ccc(CNc3c(Cl)ccc4c3CCN(C(=O)C(F)(F)F)CC4)cc2)C1. Reaction SMILES: [CH2:44]1[O:45][CH2:46][CH2:47][O:48][CH2:49]1.[CH3:27][C:28]1([CH3:43])[CH2:29][CH:30]([O:34][c:35]2[cH:36][cH:37][c:38]([CH2:39][NH2:40])[cH:41][cH:42]2)[CH2:31][CH2:32][CH2:33]1.[Cl:1][c:2]1[c:3]([O:19][S:20]([C:21]([F:22])([F:23])[F:24])(=[O:25])=[O:26])[c:4]2[c:5]([cH:17][cH:18]1)[CH2:6][CH2:7][N:8]([C:11]([C:12]([F:13])([F:14])[F:15])=[O:16])[CH2:9][CH2:10]2>>[Cl:1][c:2]1[c:3]([NH:40][CH2:39][c:38]2[cH:37][cH:36][c:35]([O:34][CH:30]3[CH2:29][C:28]([CH3:27])([CH3:43])[CH2:33][CH2:32][CH2:31]3)[cH:42][cH:41]2)[c:4]2[c:5]([cH:17][cH:18]1)[CH2:6][CH2:7][N:8]([C:11]([C:12]([F:13])([F:14])[F:15])=[O:16])[CH2:9][CH2:10]2. Reactants: Cl.C(C)OC([C@@H](NC1CCC2=CC=CC=C12)C)=O (N-(1-Indanyl)alanine ethyl ester hydrochloride). Run in Cl (hydrochloric acid). The product is C1(CCC2=CC=CC=C12)N[C@@H](C)C(=O)O (N-(1-indanyl)alanine). Yield: 84.7%. RXN SMILES: Cl.C([O:4][C:5](=[O:18])[C@H:6]([CH3:17])[NH:7][CH:8]1[C:16]2[C:11](=[CH:12][CH:13]=[CH:14][CH:15]=2)[CH2:10][CH2:9]1)C>Cl>[CH:8]1([NH:7][C@H:6]([C:5]([OH:18])=[O:4])[CH3:17])[C:16]2[C:11](=[CH:12][CH:13]=[CH:14][CH:15]=2)[CH2:10][CH2:9]1 |f:0.1|. Procedure: N-(1-Indanyl)alanine ethyl ester hydrochloride (9.0 g) is dissolved in 100 ml of 5N hydrochloric acid, and the mixture is refluxed for 3 hours. The reaction mixture is concentrated to dryness under reduced pressure, 10 ml of water is added to the residue, and the mixture is neutralized with aqueous ammonia. The resulting crystalline precipitates are collected by filtration, washed with water, and dried, to give 5.8 g of N-(1-indanyl)alanine as colorless scales. Melting point: 248°-250° C. The reactants are Cc1ccc(-c2ccccc2C(=O)Nc2ccc(C(=O)N(C)c3ccccc3OCCCCCN)cc2)cc1, O=C(Cl)Oc1ccccc1, ClCCl, c1ccncc1. Product: Cc1ccc(-c2ccccc2C(=O)Nc2ccc(C(=O)N(C)c3ccccc3OCCCCCNC(=O)Oc3ccccc3)cc2)cc1. As a reaction SMILES: [CH3:1][c:2]1[cH:3][cH:4][c:5](-[c:8]2[c:9]([C:14](=[O:15])[NH:16][c:17]3[cH:18][cH:19][c:20]([C:21](=[O:22])[N:23]([c:24]4[c:25]([O:30][CH2:31][CH2:32][CH2:33][CH2:34][CH2:35][NH2:36])[cH:26][cH:27][cH:28][cH:29]4)[CH3:37])[cH:38][cH:39]3)[cH:10][cH:11][cH:12][cH:13]2)[cH:6][cH:7]1.[Cl:46][C:47](=[O:48])[O:49][c:50]1[cH:51][cH:52][cH:53][cH:54][cH:55]1.[Cl:56][CH2:57][Cl:58].[cH:40]1[cH:41][cH:42][n:43][cH:44][cH:45]1>>[CH3:1][c:2]1[cH:3][cH:4][c:5](-[c:8]2[c:9]([C:14](=[O:15])[NH:16][c:17]3[cH:18][cH:19][c:20]([C:21](=[O:22])[N:23]([c:24]4[c:25]([O:30][CH2:31][CH2:32][CH2:33][CH2:34][CH2:35][NH:36][C:47](=[O:48])[O:49][c:50]5[cH:51][cH:52][cH:53][cH:54][cH:55]5)[cH:26][cH:27][cH:28][cH:29]4)[CH3:37])[cH:38][cH:39]3)[cH:10][cH:11][cH:12][cH:13]2)[cH:6][cH:7]1. Reactants: N1C(=NC=C1)C=O (1H-imidazole-2-carbaldehyde), C([O-])([O-])=O.[K+].[K+] (potassium carbonate), BrCC1=CC=CC=C1 ((bromomethyl)benzene). Solvent: C(C)#N (acetonitrile). Reaction conditions: temperature 40 celsius, time 4 hour. Product: C(C1=CC=CC=C1)N1C(=NC=C1)C=O (1-Benzyl-1H-imidazole-2-carbaldehyde). Isolated yield 96.2%. As a reaction SMILES: [NH:1]1[CH:5]=[CH:4][N:3]=[C:2]1[CH:6]=[O:7].C(=O)([O-])[O-].[K+].[K+].Br[CH2:15][C:16]1[CH:21]=[CH:20][CH:19]=[CH:18][CH:17]=1>C(#N)C>[CH2:15]([N:1]1[CH:5]=[CH:4][N:3]=[C:2]1[CH:6]=[O:7])[C:16]1[CH:21]=[CH:20][CH:19]=[CH:18][CH:17]=1 |f:1.2.3|. Procedure details: To a solution of 1H-imidazole-2-carbaldehyde (240 mg, 2.4 mmol) and potassium carbonate (662 mg, 4.8 mmol) in acetonitrile (5 mL) at 0° C. was added dropwise (bromomethyl)benzene (493 mg, 2.88 mmol). The mixture was stirred at 40° C. for 4 hr. Then the mixture was filtrated, evaporated to remove the acetonitrile from the filtrate, added EtOAc to extract the residues, and washed the extract with brine and water. The organic layer was dried with anhydrous Na2SO4, concentrated, and chromatographed ... Reactants: 60, [N+](=O)([O-])C=1C=CC2=C(CCC(O2)C(=O)O)C1 (3,4-dihydro-6-nitro-2H-1-benzopyran-2-carboxylic acid), S(O)(O)(=O)=O (sulfuric acid), C(C)O (ethanol). Conditions: time 2 hour. Product: 65, [N+](=O)([O-])C=1C=CC2=C(CCC(O2)C(=O)OCC)C1 (ethyl 3,4-dihydro-6-nitro-2H-1-benzopyran-2-carboxylate). Yield: 95.0%. As a reaction SMILES: [N+:1]([C:4]1[CH:5]=[CH:6][C:7]2[O:12][CH:11]([C:13]([OH:15])=[O:14])[CH2:10][CH2:9][C:8]=2[CH:16]=1)([O-:3])=[O:2].S(=O)(=O)(O)O.[CH2:22](O)[CH3:23]>>[N+:1]([C:4]1[CH:5]=[CH:6][C:7]2[O:12][CH:11]([C:13]([O:15][CH2:22][CH3:23])=[O:14])[CH2:10][CH2:9][C:8]=2[CH:16]=1)([O-:3])=[O:2]. Reported procedure: A mixture of 60 parts of 3,4-dihydro-6-nitro-2H-1-benzopyran-2-carboxylic acid, 480 parts of ethanol and 5.52 parts of concentrate sulfuric acid was stirred for 2 hours at reflux temperature. The reaction mixture was evaporated. The residue was crystallized from 2,2'-oxybispropane (activated charcoal). The product was filtered off and dried, yielding 65 parts (95%) of ethyl 3,4-dihydro-6-nitro-2H-1-benzopyran-2-carboxylate; mp. 80.8° C. (intermediate 23). The reactants are CCOC(=O)C(=O)OCC, Cc1cc2c(cc1[N+](=O)[O-])OCO2, CCOCC, CCO, [K]. The product is CCOC(=O)C(=O)Cc1cc2c(cc1[N+](=O)[O-])OCO2, [K]. RXN SMILES: [C:5]([C:6]([O:8][CH2:7][CH3:9])=[O:10])(=[O:11])[O:12][CH2:13][CH3:14].[CH2:15]1[O:16][c:17]2[cH:18][c:19]([N+:25](=[O:26])[O-:27])[c:20]([CH3:24])[cH:21][c:22]2[O:23]1.[CH3:28][CH2:29][O:30][CH2:31][CH3:32].[CH3:2][CH2:3][OH:4].[K:1]>>[C:5]([C:6](=[O:8])[CH2:24][c:20]1[c:19]([N+:25](=[O:26])[O-:27])[cH:18][c:17]2[c:22]([cH:21]1)[O:23][CH2:15][O:16]2)(=[O:11])[O:12][CH2:13][CH3:14].[K:1]. Reactants: C(C)(C)(C)OC(=O)N1C(=CC2=CC(=CC=C12)Cl)CN1CC(N(C(C1)=O)CC1=CC=C2C(=NC=NC2=C1)N)C(=O)OC ((±)-2-[4-(4-amino-quinazolin-7-ylmethyl)-3-methoxycarbonyl-5-oxo-piperazin-1-ylmethyl]-5-chloro-indole-1-carboxylic acid tert-butyl ester), FC(C(=O)O)(F)F (trifluoroacetic acid). Solvent: C(Cl)Cl (CH2Cl2). Reaction conditions: time 4 hour. Product: COC(=O)C1N(C(CN(C1)CC=1NC2=CC=C(C=C2C1)Cl)=O)CC1=CC=C2C(=NC=NC2=C1)N ((±)-1-(4-Amino-quinazolin-7-ylmethyl)-4-(5-chloro-1H-indol-2-ylmethyl)-6-oxo-piperazine-2-carboxylic acid methyl ester). The yield is 69.6%. Reaction SMILES: C(OC([N:8]1[C:16]2[C:11](=[CH:12][C:13]([Cl:17])=[CH:14][CH:15]=2)[CH:10]=[C:9]1[CH2:18][N:19]1[CH2:24][C:23](=[O:25])[N:22]([CH2:26][C:27]2[CH:36]=[C:35]3[C:30]([C:31]([NH2:37])=[N:32][CH:33]=[N:34]3)=[CH:29][CH:28]=2)[CH:21]([C:38]([O:40][CH3:41])=[O:39])[CH2:20]1)=O)(C)(C)C.FC(F)(F)C(O)=O>C(Cl)Cl>[CH3:41][O:40][C:38]([CH:21]1[CH2:20][N:19]([CH2:18][C:9]2[NH:8][C:16]3[C:11]([CH:10]=2)=[CH:12][C:13]([Cl:17])=[CH:14][CH:15]=3)[CH2:24][C:23](=[O:25])[N:22]1[CH2:26][C:27]1[CH:36]=[C:35]2[C:30]([C:31]([NH2:37])=[N:32][CH:33]=[N:34]2)=[CH:29][CH:28]=1)=[O:39]. Reported procedure: To a solution containing (±)-2-[4-(4-amino-quinazolin-7-ylmethyl)-3-methoxycarbonyl-5-oxo-piperazin-1-ylmethyl]-5-chloro-indole-1-carboxylic acid tert-butyl ester (26 mg, 0.03 mmol) in CH2Cl2 (4 mL) is added trifluoroacetic acid (1 mL) at ambient temperature. After 4 h, the reaction mixture is concentrated in vacuo and then dissolved in water/CH3CN and purified by reverse-phase HPLC [Buffer A: water w/0.1% TFA; Buffer B: CH3CN w/0.1% TFA; Gradient: 0% B to 60% B over 30 min] to provide 10 mg (47... The reactants are C(C)(=O)O (acetic acid), CC1=CC=CC(=N1)C=O (6-methylpyridine-2-carboxaldehyde), C(#N)[BH3-].[Na+] (sodium cyanoborohydride), N1C(=NC=C1)CNCC1=C(C(=O)NCCCCN(CCC)CCC)C=CC=C1 ([N-(1H-imidazol-2-ylmethyl)amino]methyl-N-(4-dipropylaminobutyl)benzamide), CO (methanol). Run at time 15 hour. Product: C(CC)N(CCCCNC(C1=CC=C(C=C1)CN(CC1=NC(=CC=C1)C)CC=1NC=CN1)=O)CCC (N-(4-dipropylaminobutyl)-4-{[(1H-imidazol-2ylmethyl)-(6-methylpyridin-2-yl-methyl)-amino]-methyl}-benzamide). Reaction SMILES: [NH:1]1[CH:5]=[CH:4][N:3]=[C:2]1[CH2:6][NH:7][CH2:8][C:9]1[CH:28]=[CH:27][CH:26]=[CH:25][C:10]=1C(NCCCCN(CCC)CCC)=O.[CH3:29][C:30]1[N:35]=[C:34]([CH:36]=O)[CH:33]=[CH:32][CH:31]=1.[C:38]([BH3-])#[N:39].[Na+].[C:42](O)(=O)[CH3:43].[CH3:46][OH:47]>>[CH2:26]([N:39]([CH2:38][CH2:42][CH3:43])[CH2:25][CH2:10][CH2:9][CH2:8][NH:7][C:46](=[O:47])[C:26]1[CH:25]=[CH:10][C:9]([CH2:8][N:7]([CH2:6][C:2]2[NH:1][CH:5]=[CH:4][N:3]=2)[CH2:29][C:30]2[CH:31]=[CH:32][CH:33]=[C:34]([CH3:36])[N:35]=2)=[CH:28][CH:27]=1)[CH2:27][CH3:28] |f:2.3|. Procedure details: The compound (44.3 mg) obtained in Example 1-4 was dissolved in methanol (1.0 ml) and then added with 6-methylpyridine-2-carboxaldehyde (20.7 mg) and sodium cyanoborohydride (10.7 mg). The solution was adjusted to about pH 5 with acetic acid and then stirred at room temperature for 15 hours. After completion of the reaction, the solvent was distilled off and the residue was then dissolved in chloroform, followed by washing with a 1 mol/l sodium hydroxide aqueous solution and saturated saline sol...